Dataset: the Open Reaction Database (ORD), a public repository of structured organic reaction records. Task: describe an organic reaction: reactants, conditions, products, and yield The reactants are C(C)(=O)O[C@H]1[C@@H](O[C@@H]([C@H]([C@@H]1OC(C)=O)OC(C)=O)SC)C1=CC(=C(C=C1)C)CC1=CC=C(C=C1)CCCCCN ((2S,3S,4R,5S,6R)-2-(3-(4-(5-aminopentyl)benzyl)-4-methylphenyl)-6-(methylthio)tetrahydro-2H-pyran-3,4,5-triyl triacetate), C(CC=C)NC(OC(C)(C)C)=O (tert-butyl but-3-en-1-ylcarbamate). The product is C(C)(=O)O[C@H]1[C@@H](O[C@@H]([C@H]([C@@H]1OC(C)=O)OC(C)=O)SC)C1=CC(=C(C=C1)C)CC1=CC=C(C=C1)CCCCN ((2S,3S,4R,5S,6R)-2-(3-(4-(4-aminobutyl)benzyl)-4-methylphenyl)-6-(methylthio)tetrahydro-2H-pyran-3,4,5-triyl triacetate). RXN SMILES: [C:1]([O:4][C@@H:5]1[C@@H:10]([O:11][C:12](=[O:14])[CH3:13])[C@H:9]([O:15][C:16](=[O:18])[CH3:17])[C@@H:8]([S:19][CH3:20])[O:7][C@H:6]1[C:21]1[CH:26]=[CH:25][C:24]([CH3:27])=[C:23]([CH2:28][C:29]2[CH:34]=[CH:33][C:32]([CH2:35][CH2:36]CCCN)=[CH:31][CH:30]=2)[CH:22]=1)(=[O:3])[CH3:2].[CH2:41]([NH:45]C(=O)OC(C)(C)C)[CH2:42]C=C>>[C:1]([O:4][C@@H:5]1[C@@H:10]([O:11][C:12](=[O:14])[CH3:13])[C@H:9]([O:15][C:16](=[O:18])[CH3:17])[C@@H:8]([S:19][CH3:20])[O:7][C@H:6]1[C:21]1[CH:26]=[CH:25][C:24]([CH3:27])=[C:23]([CH2:28][C:29]2[CH:34]=[CH:33][C:32]([CH2:35][CH2:36][CH2:42][CH2:41][NH2:45])=[CH:31][CH:30]=2)[CH:22]=1)(=[O:3])[CH3:2]. Procedure: The same procedure was employed as used for the synthesis of (2S,3S,4R,5S,6R)-2-(3-(4-(5-aminopentyl)benzyl)-4-methylphenyl)-6-(methylthio)tetrahydro-2H-pyran-3,4,5-triyl triacetate (16), using tert-butyl but-3-en-1-ylcarbamate as the reagent for the Heck reaction. Reactants: NC1=NC=CC(=C1[N+](=O)[O-])C=1SC=CC1 (2-Amino-3-nitro-4-(2-thienyl)pyridine), [Cl-].[NH4+] (ammonium chloride). The reagents and catalysts are [C].[Pd] (palladium carbon). The solvent is C(C)O (ethanol), C(C)(=O)OCC (ethyl acetate), [BH4-].[Na+] (sodium borohydride). Reaction conditions: temperature 0 celsius, time 1 hour. Product: NC1=NC=CC(=C1N)C=1SC=CC1 (2,3-Diamino-4-(2-thienyl)pyridine). Isolated yield 82.1%. RXN SMILES: [NH2:1][C:2]1[C:7]([N+:8]([O-])=O)=[C:6]([C:11]2[S:12][CH:13]=[CH:14][CH:15]=2)[CH:5]=[CH:4][N:3]=1.[Cl-].[NH4+]>C(O)C.C(OCC)(=O)C.[BH4-].[Na+].[C].[Pd]>[NH2:1][C:2]1[C:7]([NH2:8])=[C:6]([C:11]2[S:12][CH:13]=[CH:14][CH:15]=2)[CH:5]=[CH:4][N:3]=1 |f:1.2,5.6,7.8|. Procedure: To a mixture of Compound 2 (2.06 g, 9.3 mmol) and 466 mg palladium carbon (10% by weight) in ethanol (130 ml) and ethyl acetate (65 ml), 28 ml of 1 M aqueous sodium borohydride was added at 0° C. The resulting mixture was stirred at 0° C. for 1 hour. To the mixture, 43 ml of 5% aqueous ammonium chloride was added. The mixture was filtered through celite. The filtrate was diluted with 500 ml water. After evaporation of ethanol and ethyl acetate, the mixture was extracted with ethyl acetate (250 m... Reactants: ClC1=CC(NC(N1)=O)=O (6-chlorouracil), NC=1C=C(CO)C=CC1 (meta-aminobenzyl alcohol). The solvent is COCCO (2-methoxyethanol). Yields the product OCC=1C=C(NC2=CC(NC(N2)=O)=O)C=CC1 (6-(meta-hydroxymethyl anilino)uracil). The yield is 86.0%. RXN SMILES: Cl[C:2]1[NH:7][C:6](=[O:8])[NH:5][C:4](=[O:9])[CH:3]=1.[NH2:10][C:11]1[CH:12]=[C:13]([CH:16]=[CH:17][CH:18]=1)[CH2:14][OH:15]>COCCO>[OH:15][CH2:14][C:13]1[CH:12]=[C:11]([CH:18]=[CH:17][CH:16]=1)[NH:10][C:2]1[NH:7][C:6](=[O:8])[NH:5][C:4](=[O:9])[CH:3]=1. Reported procedure: 6-chlorouracil (1 mmol) and meta-aminobenzyl alcohol (2.0 mmol) were dissolved in 10 ml 2-methoxyethanol to form a reaction mixture. The mixture was then stirred at reflux for 10 hours to form 6-(meta-hydroxymethyl anilino)uracil with a yield of 86%. The hydroxy group was displaced by a bromo group by reacting the hydroxymethyl anilino-uracil (0.5 mmol) with 30% HBr in acetic acid (10 ml), thus forming 6-(meta-bromomethyl anilino)uracil with a yield of 90%. The bromo group was further replaced b... Reactants: ClC=1C=CC(=C(N)C1)C (5-chloro-2-methylaniline), Br.BrC(C)C=1C=C(C=C2C(C=C(OC12)N1CCOCC1)=O)C(=O)N(C)C (8-(1-bromoethyl)-N,N-dimethyl-2-morpholino-4-oxo-4H-chromene-6-carboxamide hydrobromide). Yields the product ClC=1C=CC(=C(C1)NC(C)C=1C=C(C=C2C(C=C(OC12)N1CCOCC1)=O)C(=O)N(C)C)C (8-(1-(5-chloro-2-methylphenylamino)ethyl)-N,N-dimethyl-2-morpholino-4-oxo-4H-chromene-6-carboxamide). Isolated yield 59.6%. Reaction SMILES: [Cl:1][C:2]1[CH:3]=[CH:4][C:5]([CH3:9])=[C:6]([CH:8]=1)[NH2:7].Br.Br[CH:12]([C:14]1[CH:15]=[C:16]([C:31]([N:33]([CH3:35])[CH3:34])=[O:32])[CH:17]=[C:18]2[C:23]=1[O:22][C:21]([N:24]1[CH2:29][CH2:28][O:27][CH2:26][CH2:25]1)=[CH:20][C:19]2=[O:30])[CH3:13]>>[Cl:1][C:2]1[CH:3]=[CH:4][C:5]([CH3:9])=[C:6]([NH:7][CH:12]([C:14]2[CH:15]=[C:16]([C:31]([N:33]([CH3:35])[CH3:34])=[O:32])[CH:17]=[C:18]3[C:23]=2[O:22][C:21]([N:24]2[CH2:29][CH2:28][O:27][CH2:26][CH2:25]2)=[CH:20][C:19]3=[O:30])[CH3:13])[CH:8]=1 |f:1.2|. Reported procedure: 5-chloro-2-methylaniline (0.098 mL, 0.82 mmol) was reacted with 8-(1-bromoethyl)-N,N-dimethyl-2-morpholino-4-oxo-4H-chromene-6-carboxamide hydrobromide (100 mg, 0.20 mmol) using an analogous procedure to the one described in Example 3.03 to give 8-(1-(5-chloro-2-methylphenylamino)ethyl)-N,N-dimethyl-2-morpholino-4-oxo-4H-chromene-6-carboxamide (56 mg, 58%) as a white solid. Mass Spectrum: M+H+ 470. NMR Spectrum (DMSOd6): 1.61 (d, 3H), 2.21 (s, 3H), 2.71 (bs, 3H), 2.93 (bs, 3H), 3.52-3.65 (m, 4H)... Reported procedure: 5-Methyl-1H-pyrazole-3-carboxylic acid (126 mg, 1 mmol) and 5,6-diamino-1-isopropyl-1,3-dihydro-benzoimidazol-2-one (206 mg, 1 mmol) were heated to 160° C. in a mixture of polyphosphoric acid (5 g) and phosphorus pentoxide (500 mg, 3.5 mmol) for 6 h. This mixture was poured on water (20 ml) and stirring continued until a precipitate formed. After filtration the crude product was suspended in water and neutralized by the addition of aqueous ammonia (25%). The precipitate was collected, washed wit... The reactants are CC1=CC(=NN1)C(=O)O (5-Methyl-1H-pyrazole-3-carboxylic acid), NC1=CC2=C(N(C(N2)=O)C(C)C)C=C1N (5,6-diamino-1-isopropyl-1,3-dihydro-benzoimidazol-2-one), O=P12OP3(=O)OP(=O)(O1)OP(=O)(O2)O3 (phosphorus pentoxide). Run in polyphosphoric acid. The product is C(C)(C)N1C(NC2=C1C=C1N=C(NC1=C2)C2=NNC(=C2)C)=O (1-isopropyl-6-(5-methyl-1H-pyrazol-3-yl)-3,5-dihydro-1H-benzo[1,2-d;4,5-d′]diimidazol-2-one). Reaction SMILES: [CH3:1][C:2]1[NH:6][N:5]=[C:4]([C:7](O)=O)[CH:3]=1.[NH2:10][C:11]1[C:23]([NH2:24])=[CH:22][C:14]2[N:15]([CH:19]([CH3:21])[CH3:20])[C:16](=[O:18])[NH:17][C:13]=2[CH:12]=1.O=P12OP3(OP(OP(O3)(O1)=O)(=O)O2)=O>>[CH:19]([N:15]1[C:14]2[CH:22]=[C:23]3[C:11](=[CH:12][C:13]=2[NH:17][C:16]1=[O:18])[NH:10][C:7]([C:4]1[CH:3]=[C:2]([CH3:1])[NH:6][N:5]=1)=[N:24]3)([CH3:21])[CH3:20]. The reactants are CN(CC=1N=C(SC1)C(C)C)C(=O)N[C@@H](C(C)C)C(=O)O (N-((N-methyl-N-((2-isopropyl-4-thiazolyl)methyl)amino)carbonyl)-L-valine), resultant compound, N[C@@H](C(C)C)C(=O)NC(CC(C(CC1=CC=CC=C1)NC(=O)OCC1=CN=CS1)O)CC1=CC=CC=C1 (5-(N-(Valinyl)amino)-2-(N-((5-thiazolyl)methoxycarbonyl)amino)-1,6-diphenyl-3-hydroxyhexane), N[C@H](C[C@@H]([C@H](CC1=CC=CC=C1)NC(=O)OCC1=CN=CS1)O)CC1=CC=CC=C1 ((2S,3S,5S)-5-amino-2-(N-((5-thiazolyl)methoxycarbonyl)amino)-1,6-diphenyl-3-hydroxyhexane). Yields the product C(C)(C)C=1SC=C(N1)CCC(=O)N[C@@H](C(C)C)C(=O)N[C@H](C[C@@H]([C@H](CC1=CC=CC=C1)NC(=O)OCC1=CN=CS1)O)CC1=CC=CC=C1 ((2S,3S,5S)-5-(N-(N-(3-(2-Isopropyl-4-thiazolyl)propanoyl)valinyl)amino)-2-(N-((5-thiazolyl)methoxycarbonyl)amino)-1,6-diphenyl-3-hydroxyhexane). Reaction SMILES: CN(C(N[C@H](C(O)=O)C(C)C)=O)[CH2:3][C:4]1[N:5]=[C:6]([CH:9]([CH3:11])[CH3:10])[S:7][CH:8]=1.[NH2:22][C@H:23]([C:27]([NH:29][CH:30]([CH2:52][C:53]1[CH:58]=[CH:57][CH:56]=[CH:55][CH:54]=1)[CH2:31][CH:32]([OH:51])[CH:33]([NH:41][C:42]([O:44][CH2:45][C:46]1[S:50][CH:49]=[N:48][CH:47]=1)=[O:43])[CH2:34][C:35]1[CH:40]=[CH:39][CH:38]=[CH:37][CH:36]=1)=[O:28])[CH:24]([CH3:26])[CH3:25].N[C@@H](CC1C=CC=CC=1)C[C@H](O)[C@@H](NC([O:74][CH2:75][C:76]1SC=NC=1)=O)CC1C=CC=CC=1>>[CH:9]([C:6]1[S:7][CH:8]=[C:4]([CH2:3][CH2:76][C:75]([NH:22][C@H:23]([C:27]([NH:29][C@@H:30]([CH2:52][C:53]2[CH:54]=[CH:55][CH:56]=[CH:57][CH:58]=2)[CH2:31][C@H:32]([OH:51])[C@@H:33]([NH:41][C:42]([O:44][CH2:45][C:46]2[S:50][CH:49]=[N:48][CH:47]=2)=[O:43])[CH2:34][C:35]2[CH:40]=[CH:39][CH:38]=[CH:37][CH:36]=2)=[O:28])[CH:24]([CH3:26])[CH3:25])=[O:74])[N:5]=1)([CH3:10])[CH3:11]. Reported procedure: Using the procedure of Example 1U but replacing N-((N-methyl-N-((2-isopropyl-4-thiazolyl)methyl)amino)carbonyl)-L-valine with the resultant compound of Example 31 D and replacing (2S,3S,5S)-5-amino-2-(N-((5-thiazolyl)methoxycarbonyl)amino)-1,6-diphenyl-3-hydroxyhexane with the resultant compound of Example 31F provided, after purification by silica gel chromatography, the desired compound. The reactants are N1N=CC=C1 (Pyrazole), [H-].[Na+] (sodium hydride), C(C)(C)(C)C1=CC=C(C=C1)NC(C1=CN=C(C=C1)Cl)=O (N-(4-tert-butylphenyl)-6-chloronicotinamide). Run in CN(C)C=O (DMF), CN(C)C=O (DMF). Reaction conditions: temperature 100 celsius. The product is C(C)(C)(C)C1=CC=C(C=C1)NC(C1=CN=C(C=C1)N1N=CC=C1)=O (N-(4-tert-butylphenyl)-6-(1H-pyrazol-1-yl)nicotinamide). As a reaction SMILES: [NH:1]1[CH:5]=[CH:4][CH:3]=[N:2]1.[H-].[Na+].[C:8]([C:12]1[CH:17]=[CH:16][C:15]([NH:18][C:19](=[O:27])[C:20]2[CH:25]=[CH:24][C:23](Cl)=[N:22][CH:21]=2)=[CH:14][CH:13]=1)([CH3:11])([CH3:10])[CH3:9]>CN(C=O)C>[C:8]([C:12]1[CH:13]=[CH:14][C:15]([NH:18][C:19](=[O:27])[C:20]2[CH:25]=[CH:24][C:23]([N:1]3[CH:5]=[CH:4][CH:3]=[N:2]3)=[N:22][CH:21]=2)=[CH:16][CH:17]=1)([CH3:11])([CH3:9])[CH3:10] |f:1.2|. Procedure details: Pyrazole (0.34 g, 5 mmol) in 10 mL of DMF was treated with sodium hydride (0.2 g in 60% mineral oil) at room temperature. The mixture was then treated with the product from Example 21A in DMF (20 mL) and heated at 100° C. for 4 hours. The reaction mixture was allowed to cool to room temperature and quenched with water. The mixture was filtered and the filter cake was collected as the title compound. 1H NMR (300 MHz, DMSO-d6) δ 10.39 (bs, 1H), 9.01 (dd, 1H), 8.71 (dd, 1H), 8.52 (dd, 1H), 8.07 (d,... Starting materials: [OH-].[Na+] (NaOH), FC=1C=C(C(=O)NCCC(C(=O)OC(C)(C)C)C2(C(N(CC2)CCC2=CC=CC=C2)=O)C(=C)C)C=CC1F (tert-butyl α-[2-[(3,4-difluorobenzoyl)amino]ethyl]-2-oxo-1-(2-phenylethyl)-3-(propen-2-yl)-3-pyrrolidineacetate), C1CCOC1 (THF), OO (H2O2). Conditions: time 4.5 hour. Product: FC=1C=C(C(=O)NCCC(C(=O)OC(C)(C)C)C2(C(N(CC2)CCC2=CC=CC=C2)=O)CCCO)C=CC1F (tert-Butyl α-[2-[(3,4-Difluorobenzoyl)amino]ethyl]-3-(3-hydroxypropyl)-2-oxo-1-(2-phenylethyl)-3-pyrrolidineacetate). As a reaction SMILES: [F:1][C:2]1[CH:3]=[C:4]([CH:35]=[CH:36][C:37]=1[F:38])[C:5]([NH:7][CH2:8][CH2:9][CH:10]([C:18]1([C:32](C)=[CH2:33])[CH2:22][CH2:21][N:20]([CH2:23][CH2:24][C:25]2[CH:30]=[CH:29][CH:28]=[CH:27][CH:26]=2)[C:19]1=[O:31])[C:11]([O:13][C:14]([CH3:17])([CH3:16])[CH3:15])=[O:12])=[O:6].[OH-].[Na+].OO.C1C[O:46][CH2:45]C1>>[F:1][C:2]1[CH:3]=[C:4]([CH:35]=[CH:36][C:37]=1[F:38])[C:5]([NH:7][CH2:8][CH2:9][CH:10]([C:18]1([CH2:32][CH2:33][CH2:45][OH:46])[CH2:22][CH2:21][N:20]([CH2:23][CH2:24][C:25]2[CH:26]=[CH:27][CH:28]=[CH:29][CH:30]=2)[C:19]1=[O:31])[C:11]([O:13][C:14]([CH3:15])([CH3:17])[CH3:16])=[O:12])=[O:6] |f:1.2|. Reported procedure: A cold (0° C.) solution of tert-butyl α-[2-[(3,4-difluorobenzoyl)amino]ethyl]-2-oxo-1-(2-phenylethyl)-3-(propen-2-yl)-3-pyrrolidineacetate (1.62 g, 3.07 mmol) in dry THF (10 mL) is treated with monochloroborane methylsulfide complex (640 μL, 6.14 mmol). The ice bath is removed, and after 4.5 h, 3N NaOH (7.4 mL, 22.1 mmol) is added dropwise, followed by 30% H2O2 (2.5 mL). The solution is stirred for 1 hour at room temperature and then for 1 hour at 50° C. After cooling to room temperature and dil...